From a dataset of the Open Reaction Database (ORD), a public repository of structured organic reaction records. describe an organic reaction: reactants, conditions, products, and yield The reactants are C(C)OP(=O)(OCC)CC1=CC=C(C=C1)NC1=NC=C(C(=N1)NC=1C=CC(=C2CN(C(C12)=O)C)C=1CCN(CC1)C(=O)OC(C)(C)C)C(F)(F)F (tert-butyl 4-(7-{[2-({4-[(diethoxyphosphoryl)methyl]phenyl}amino)-5-(trifluoromethyl)pyrimidin-4-yl]amino}-2-methyl-1-oxo-2,3-dihydro-1H-isoindol-4-yl)-3,6-dihydropyridine-1(2H)-carboxylate), ( 100 ), C(C)OP(OCC)(=O)CC1=CC(=C(C=C1)NC1=NC=C(C(=N1)NC1=C2C(N(CC2=C(C=C1)Br)C)=O)C(F)(F)F)OC (diethyl[4-({4-[(7-bromo-2-methyl-3-oxo-2,3-dihydro-1H-isoindol-4-yl)amino]-5-(trifluoromethyl)pyrimidin-2-yl}amino)-3-methoxybenzyl]phosphonate), C(C)(C)(C)OC(=O)N1CCC(=CC1)B1OC(C(O1)(C)C)(C)C (4-(4,4,5,5-tetramethyl-[1,3,2]dioxaborolan-2-yl)-3,6-dihydro-2H-pyridine-1-carboxylic acid tert-butyl ester). The product is C(C)OP(=O)(OCC)CC1=CC(=C(C=C1)NC1=NC=C(C(=N1)NC=1C=CC(=C2CN(C(C12)=O)C)C=1CCN(CC1)C(=O)OC(C)(C)C)C(F)(F)F)OC (tert-Butyl 4-(7-{[2-({4-[(diethoxyphosphoryl)methyl]-2-methoxyphenyl}amino)-5-(trifluoromethyl)pyrimidin-4-yl]amino}-2-methyl-1-oxo-2,3-dihydro-1H-isoindol-4-yl)-3,6-dihydropyridine-1(2H)-carboxylate). As a reaction SMILES: [CH2:1]([O:3][P:4]([CH2:9][C:10]1[CH:15]=[CH:14][C:13]([NH:16][C:17]2[N:22]=[C:21]([NH:23][C:24]3[CH:25]=[CH:26][C:27]([C:35]4[CH2:36][CH2:37][N:38]([C:41]([O:43][C:44]([CH3:47])([CH3:46])[CH3:45])=[O:42])[CH2:39][CH:40]=4)=[C:28]4[C:32]=3[C:31](=[O:33])[N:30]([CH3:34])[CH2:29]4)[C:20]([C:48]([F:51])([F:50])[F:49])=[CH:19][N:18]=2)=[CH:12][CH:11]=1)([O:6][CH2:7][CH3:8])=[O:5])[CH3:2].[CH2:52]([O:54]P(CC1C=CC(NC2N=C(NC3C=CC(Br)=C4C=3C(=O)N(C)C4)C(C(F)(F)F)=CN=2)=C(OC)C=1)(=O)OCC)C.C(OC(N1CC=C(B2OC(C)(C)C(C)(C)O2)CC1)=O)(C)(C)C>>[CH2:7]([O:6][P:4]([CH2:9][C:10]1[CH:11]=[CH:12][C:13]([NH:16][C:17]2[N:22]=[C:21]([NH:23][C:24]3[CH:25]=[CH:26][C:27]([C:35]4[CH2:36][CH2:37][N:38]([C:41]([O:43][C:44]([CH3:45])([CH3:46])[CH3:47])=[O:42])[CH2:39][CH:40]=4)=[C:28]4[C:32]=3[C:31](=[O:33])[N:30]([CH3:34])[CH2:29]4)[C:20]([C:48]([F:50])([F:49])[F:51])=[CH:19][N:18]=2)=[C:14]([O:54][CH3:52])[CH:15]=1)([O:3][CH2:1][CH3:2])=[O:5])[CH3:8]. Procedure: The title compound was prepared according to the procedure for Compound 246A using diethyl[4-({4-[(7-bromo-2-methyl-3-oxo-2,3-dihydro-1H-isoindol-4-yl)amino]-5-(trifluoromethyl)pyrimidin-2-yl}amino)-3-methoxybenzyl]phosphonate and 4-(4,4,5,5-tetramethyl-[1,3,2]dioxaborolan-2-yl)-3,6-dihydro-2H-pyridine-1-carboxylic acid tert-butyl ester (Tetrahedron Letters, 2000, 44, pp 3705-3708). MS (ES+): m/z 761.33 (100) [MH+]; HPLC: tR=1.56 min (UPLC, analytical). Reactants: BrC1(C(C1)C(=O)OC(C)(C)C)C(=O)OC(C)(C)C (di-tert-butyl 1-bromocyclopropane-1,2-dicarboxylate), [BH4-].[Na+] (Sodium borohydride), resultant solution, resultant mixture, compound ( 4c ). Reagents/catalysts: O.O.O.O.O.O.[Co](Cl)Cl (cobalt chloride hexahydrate). Run in CN(C(C)=O)C (N,N-dimethylacetamide), CN(C(C)=O)C (N,N-dimethylacetamide). Yields the product C1(C(C1)C(=O)OC(C)(C)C)C(=O)OC(C)(C)C (di-tert-butyl cyclopropane-1,2-dicarboxylate). Isolated yield 100.0%. As a reaction SMILES: [BH4-].[Na+].Br[C:4]1([C:14]([O:16][C:17]([CH3:20])([CH3:19])[CH3:18])=[O:15])[CH2:6][CH:5]1[C:7]([O:9][C:10]([CH3:13])([CH3:12])[CH3:11])=[O:8]>CN(C)C(=O)C.O.O.O.O.O.O.[Co](Cl)Cl>[CH:5]1([C:7]([O:9][C:10]([CH3:13])([CH3:12])[CH3:11])=[O:8])[CH2:6][CH:4]1[C:14]([O:16][C:17]([CH3:18])([CH3:19])[CH3:20])=[O:15] |f:0.1,4.5.6.7.8.9.10|. Procedure: Sodium borohydride (35.7 mg, 0.944 mmol) was added to and dissolved in N,N-dimethylacetamide (1.5 mL) at room temperature, followed by addition of an N,N-dimethylacetamide solution (1.0 mL) of di-tert-butyl 1-bromocyclopropane-1,2-dicarboxylate (cis/trans=11/89) (hereinafter the compound will be referred to as “compound (4c)”) (202 mg, 0.629 mmol) at 10° C. Without manipulating the temperature of the reaction, cobalt chloride hexahydrate (0.7 mg, 0.003 mmol) was added to the resultant solution. ... Starting materials: C(CN(CC(=O)O)CC(=O)O)N(CC(=O)O)CC(=O)O (EDTA), C(CS)(=O)[O-].[Na+] (sodium thioglycolate), C(CS)(=O)[O-] (thioglycolate), Cl (HCl), CN1CC[C@]23C4=C5C=CC(=C4O[C@H]2C(=O)CC[C@]3([C@H]1C5)O)OC (oxycodone), C(CN(CC(=O)O)CC(=O)O)N(CC(=O)O)CC(=O)O (EDTA). The product is CN1CC[C@]23C4=C5C=CC(=C4O[C@H]2C(=O)CC[C@]3([C@H]1C5)O)OC (oxycodone), CN1CC[C@]23C4C(=O)C=C[C@]2([C@H]1CC5=C3C(=C(C=C5)OC)O4)O (14-hydroxycodeinone). RXN SMILES: Cl.[CH3:2][N:3]1[C@@H:20]2[CH2:21][C:8]3[CH:9]=[CH:10][C:11]([O:23][CH3:24])=[C:12]4[O:13][C@H:14]5[C:15]([CH2:17][CH2:18][C@:19]2([OH:22])[C@:6]5([C:7]=34)[CH2:5][CH2:4]1)=[O:16].C(N(CC(O)=O)CC(O)=O)CN(CC(O)=O)CC(O)=O.C([O-])(=O)CS.[Na+].C([O-])(=O)CS>>[CH3:2][N:3]1[C@@H:20]2[CH2:21][C:8]3[CH:9]=[CH:10][C:11]([O:23][CH3:24])=[C:12]4[O:13][C@H:14]5[C:15]([CH2:17][CH2:18][C@:19]2([OH:22])[C@:6]5([C:7]=34)[CH2:5][CH2:4]1)=[O:16].[CH3:2][N:3]1[C@@H:20]2[CH2:21][C:8]3[CH:9]=[CH:10][C:11]([O:23][CH3:24])=[C:12]4[O:13][CH:14]5[C:15]([CH:17]=[CH:18][C@:19]2([OH:22])[C@:6]5([C:7]=34)[CH2:5][CH2:4]1)=[O:16] |f:3.4|. Reported procedure: An oxycodone sample containing more than 300 ppm of 14-hydroxycodeinone was dissolved in water at pH 6.0 to produce a 7.5% solution (75 mg/mL) using 4 M HCl to effect neutralization and dissolution of the oxycodone to pH 6. Sufficient solid EDTA and solid sodium thioglycolate were added to bring the concentrations of these components in the reaction mixture to 2 mM EDTA and 20 mM thioglycolate. The pH was maintained at pH 6.0, at room temperature for 2.8 hours, after which time the reaction mixt... The reactants are CN(C=C(C(=O)OC)C(C1=C(C(=C(C(=C1)F)F)F)F)=O)C (methyl 3-dimethylamino -2-(2,3,4,5-tetrafluorobenzoyl)acrylate), C(C)(C)(C)OC(=O)N(N)C (1-tert-butoxycarbonyl-1-methylhydrazine). The solvent is C(Cl)Cl (methylene chloride), C(Cl)Cl (methylene chloride). Reaction conditions: time 1 hour. The product is C(C)(C)(C)OC(=O)N(C)N1C=C(C(C2=CC(=C(C(=C12)F)F)F)=O)C(=O)OC (methyl 1-(N-tert-butoxycarbonyl-N-methylamino)-6,7,8-trifluoro-1,4-dihydro-4-oxoquinoline-3-carboxylate). Yield: 62.8%. RXN SMILES: C[N:2](C)[CH:3]=[C:4]([C:9](=[O:20])[C:10]1[CH:15]=[C:14]([F:16])[C:13]([F:17])=[C:12]([F:18])[C:11]=1F)[C:5]([O:7][CH3:8])=[O:6].[C:22]([O:26][C:27]([N:29]([CH3:31])N)=[O:28])([CH3:25])([CH3:24])[CH3:23]>C(Cl)Cl>[C:22]([O:26][C:27]([N:29]([N:2]1[C:11]2[C:10](=[CH:15][C:14]([F:16])=[C:13]([F:17])[C:12]=2[F:18])[C:9](=[O:20])[C:4]([C:5]([O:7][CH3:8])=[O:6])=[CH:3]1)[CH3:31])=[O:28])([CH3:25])([CH3:24])[CH3:23]. Procedure details: To methylene chloride (120 ml) solution of methyl 3-dimethylamino -2-(2,3,4,5-tetrafluorobenzoyl)acrylate (13.2 g) was added methylene chloride (12 ml) solution of 1-tert-butoxycarbonyl-1-methylhydrazine (7.59 g) with ice-cooling, and the mixture was stirred for one hour at the same temperature and then for 15 hours at room temperature. The reaction mixture was concentrated under reduced pressure. The residue was triturated with diisopropyl ether (132 ml). The solid formed was taken out by filtr...